From a dataset of the Open Reaction Database (ORD), a public repository of structured organic reaction records. describe an organic reaction: reactants, conditions, products, and yield Starting materials: C(C)(C)(C)OC(=O)N1C=C(C=2C1=C(N=CC2C(=O)N2CCCCC2)Cl)C (7-chloro-3-methyl-4-(1-piperidin-1-yl-methanoyl)-pyrrolo[2,3-c]pyridine-1-carboxylic acid tert-butyl ester), COC=1C=C(N)C=CC1 (3-methoxyaniline). The solvent is C(C)OCC (diethyl ether). Yields the product COC=1C=C(C=CC1)NC=1N=CC(=C2C1NC=C2C)C(=O)N2CCCCC2 (1-[7-(3-methoxy-phenylamino)-3-methyl-1H-pyrrolo[2,3-c]pyridin-4-yl]-1-piperidin-1-yl-methanone). RXN SMILES: C(OC([N:8]1[C:12]2=[C:13](Cl)[N:14]=[CH:15][C:16]([C:17]([N:19]3[CH2:24][CH2:23][CH2:22][CH2:21][CH2:20]3)=[O:18])=[C:11]2[C:10]([CH3:26])=[CH:9]1)=O)(C)(C)C.[CH3:27][O:28][C:29]1[CH:30]=[C:31]([CH:33]=[CH:34][CH:35]=1)[NH2:32]>C(OCC)C>[CH3:27][O:28][C:29]1[CH:30]=[C:31]([NH:32][C:13]2[N:14]=[CH:15][C:16]([C:17]([N:19]3[CH2:20][CH2:21][CH2:22][CH2:23][CH2:24]3)=[O:18])=[C:11]3[C:10]([CH3:26])=[CH:9][NH:8][C:12]=23)[CH:33]=[CH:34][CH:35]=1. Procedure details: Prepared in a similar manner to Example 4(d) from 7-chloro-3-methyl-4-(1-piperidin-1-yl-methanoyl)-pyrrolo[2,3-c]pyridine-1-carboxylic acid tert-butyl ester (90 mg) and using 3-methoxyaniline (54 ul) instead of 3-bromoaniline and heating for 15 rather than 30 minutes. Isolated by MDAP rather than trituration with diethyl ether to give 1-[7-(3-methoxy-phenylamino)-3-methyl-1H-pyrrolo[2,3-c]pyridin-4-yl]-1-piperidin-1-yl-methanone (65 mg). Starting materials: FC(COC1=C(C=CC=C1)N1CCNCC1)(F)F (1-[2-(2,2,2-trifluoroethoxy)phenyl]piperazine), C(C1=CC=CC=C1)N1C(N(C(C(=C1)CCC)=O)CCCCl)=O (1-benzyl-3-(3-chloropropyl)-5-propyl-2,4(1H,3H)-pyrimidinedione). Product: Cl.C(C1=CC=CC=C1)N1C(N(C(C(=C1)CCC)=O)CCCN1CCN(CC1)C1=C(C=CC=C1)OCC(F)(F)F)=O (1-benzyl-3-(3-{4-[2-(2,2,2-trifluoroethoxy)phenyl]piperazin-1-yl}propyl)-5-propyl-2,4(1H,3H)-pyrimidinedione hydrochloride). As a reaction SMILES: [F:1][C:2]([F:18])([F:17])[CH2:3][O:4][C:5]1[CH:10]=[CH:9][CH:8]=[CH:7][C:6]=1[N:11]1[CH2:16][CH2:15][NH:14][CH2:13][CH2:12]1.[CH2:19]([N:26]1[CH:31]=[C:30]([CH2:32][CH2:33][CH3:34])[C:29](=[O:35])[N:28]([CH2:36][CH2:37][CH2:38][Cl:39])[C:27]1=[O:40])[C:20]1[CH:25]=[CH:24][CH:23]=[CH:22][CH:21]=1>>[ClH:39].[CH2:19]([N:26]1[CH:31]=[C:30]([CH2:32][CH2:33][CH3:34])[C:29](=[O:35])[N:28]([CH2:36][CH2:37][CH2:38][N:14]2[CH2:15][CH2:16][N:11]([C:6]3[CH:7]=[CH:8][CH:9]=[CH:10][C:5]=3[O:4][CH2:3][C:2]([F:1])([F:17])[F:18])[CH2:12][CH2:13]2)[C:27]1=[O:40])[C:20]1[CH:21]=[CH:22][CH:23]=[CH:24][CH:25]=1 |f:2.3|. Reported procedure: substituting 1-[2-(2,2,2-trifluoroethoxy)phenyl]piperazine and 1-benzyl-3-(3-chloropropyl)-5-propyl-2,4(1H,3H)-pyrimidinedione gave 1-benzyl-3-(3-{4-[2-(2,2,2-trifluoroethoxy)phenyl]piperazin-1-yl}propyl)-5-propyl-2,4(1H,3H)-pyrimidinedione hydrochloride, m.p. 178° C.; Anal.: Calcd. for C29H35F3N4O3.HCl: C, 59.03; H, 6.32; N, 9.49%; Found: C, 59.08; H, 6.26; N, 9.52%; Starting materials: CS(C)=O, CCN(C(C)C)C(C)C, O, c1ccc(-c2nsc(N3CCNCC3)n2)nc1, O=C(Nc1cccnc1)OCC(Cl)(Cl)Cl. Product: O=C(Nc1cccnc1)N1CCN(c2nc(-c3ccccn3)ns2)CC1. Reaction SMILES: [CH3:43][S:44](=[O:45])[CH3:46].[CH:33]([N:34]([CH:35]([CH3:36])[CH3:37])[CH2:38][CH3:39])([CH3:40])[CH3:41].[OH2:42].[n:16]1[c:17](-[c:22]2[n:23][s:24][c:25]([N:27]3[CH2:28][CH2:29][NH:30][CH2:31][CH2:32]3)[n:26]2)[cH:18][cH:19][cH:20][cH:21]1.[n:1]1[cH:2][c:3]([NH:7][C:8]([O:9][CH2:10][C:11]([Cl:12])([Cl:13])[Cl:14])=[O:15])[cH:4][cH:5][cH:6]1>>[n:1]1[cH:2][c:3]([NH:7][C:8](=[O:15])[N:30]2[CH2:29][CH2:28][N:27]([c:25]3[s:24][n:23][c:22](-[c:17]4[n:16][cH:21][cH:20][cH:19][cH:18]4)[n:26]3)[CH2:32][CH2:31]2)[cH:4][cH:5][cH:6]1. Product: CCc1cc(N)cc(CC)c1NS(=O)(=O)c1ccc(C)cc1. The reactants are O=C([O-])[O-], CCc1cc([N+](=O)[O-])cc(CC)c1NS(=O)(=O)c1ccc(C)cc1, [K+], [K+], [Na+], [Na+], C1CCOC1, O, O=S([O-])S(=O)[O-]. RXN SMILES: [C:33](=[O:34])([O-:35])[O-:36].[CH2:9]([CH3:10])[c:11]1[c:12]([NH:22][S:23](=[O:24])(=[O:25])[c:26]2[cH:27][cH:28][c:29]([CH3:32])[cH:30][cH:31]2)[c:13]([CH2:20][CH3:21])[cH:14][c:15]([N+:17]([O-:18])=[O:19])[cH:16]1.[K+:37].[K+:38].[Na+:7].[Na+:8].[O:40]1[CH2:41][CH2:42][CH2:43][CH2:44]1.[OH2:39].[S:1]([S:2]([O-:3])=[O:4])([O-:5])=[O:6]>>[CH2:9]([CH3:10])[c:11]1[c:12]([NH:22][S:23](=[O:24])(=[O:25])[c:26]2[cH:27][cH:28][c:29]([CH3:32])[cH:30][cH:31]2)[c:13]([CH2:20][CH3:21])[cH:14][c:15]([NH2:17])[cH:16]1. Reactants: C1(=CC=C(C=C1)S(=O)(=O)O)C (toluene-p-sulphonic acid), C(C)(=O)OCC=1CS[C@H]2N(C1C(=O)O)C(C2N)=O (3-acetoxymethyl-7-aminoceph-3-em-4-carboxylic acid), FC=1NC=CN1 (2-fluoroimidazole). The solvent is CN(C)C=O (DMF). Run at time 15 minute. Yields the product C(C)(=O)OCC=1CS[C@H]2N(C1C(=O)O)C(C2NC=2NC=CN2)=O (3-acetoxymethyl-7-(imidazol-2-yl)aminoceph-3-em-4-carboxylic acid). Isolated yield 28.9%. Reaction SMILES: C1(C)C=CC(S(O)(=O)=O)=CC=1.[C:12]([O:15][CH2:16][C:17]1[CH2:18][S:19][C@@H:20]2[CH:27]([NH2:28])[C:26](=[O:29])[N:21]2[C:22]=1[C:23]([OH:25])=[O:24])(=[O:14])[CH3:13].F[C:31]1[NH:32][CH:33]=[CH:34][N:35]=1>CN(C=O)C>[C:12]([O:15][CH2:16][C:17]1[CH2:18][S:19][C@@H:20]2[CH:27]([NH:28][C:31]3[NH:32][CH:33]=[CH:34][N:35]=3)[C:26](=[O:29])[N:21]2[C:22]=1[C:23]([OH:25])=[O:24])(=[O:14])[CH3:13]. Procedure details: A suspension of anhydrous toluene-p-sulphonic acid (0.74 g.) and 3-acetoxymethyl-7-aminoceph-3-em-4-carboxylic acid (1.17 g.) in dry DMF (17.5 ml.) was stirred for 15 minutes at room temperature to effect partial solution. One portion of 2-fluoroimidazole (0.74 g.) was then added and the mixture stirred at 90° for 2 hours. The solvent was evaporated at ambient temperature, 2% v/v aqueous HOAc (20 ml.) was added to the residue and the mixture was extracted with EtOAc (20 ml.). The aqueous layer w...